This data is from the Open Reaction Database (ORD), a public repository of structured organic reaction records. The task is: describe an organic reaction: reactants, conditions, products, and yield The reactants are C(C(C)C)C1=NC=C(C(=O)N)C=C1C (6-isobutyl-5-methyl-nicotinamide), N1=CC=CC=C1 (pyridine), TFA anhydride. The solvent is C(Cl)Cl (DCM), C(Cl)Cl (DCM). Reaction conditions: time 24 hour. Product: C(C(C)C)C1=NC=C(C#N)C=C1C (6-isobutyl-5-methyl-nicotinonitrile). Isolated yield 78.7%. As a reaction SMILES: [CH2:1]([C:5]1[C:13]([CH3:14])=[CH:12][C:8]([C:9]([NH2:11])=O)=[CH:7][N:6]=1)[CH:2]([CH3:4])[CH3:3].N1C=CC=CC=1>C(Cl)Cl>[CH2:1]([C:5]1[C:13]([CH3:14])=[CH:12][C:8]([C:9]#[N:11])=[CH:7][N:6]=1)[CH:2]([CH3:4])[CH3:3]. Reported procedure: To a solution of 6-isobutyl-5-methyl-nicotinamide (1.89 g, 9.85 mmol) in DCM (40 mL) and pyridine (2.83 g, 39.4 mmol), TFA anhydride (5.17 g, 24.6 mmol) is added portionwise at 0° C. The mixture is stirred at rt for 24 h, diluted with DCM and washed with water, 4% aq. citric acid solution followed by sat. aq. NaHCO3 solution. The org. extract is dried over MgSO4, filtered and concentrated. The crude product is purified by CC on silica gel eluting with heptane:EA 9:1 to give 6-isobutyl-5-methyl-n...